The task is: describe an organic reaction: reactants, conditions, products, and yield. This data is from the Open Reaction Database (ORD), a public repository of structured organic reaction records. Starting materials: NC1=CC(=C(C#N)C=C1I)C(F)(F)F (4-Amino-5-iodo-2-trifluoromethyl-benzonitrile), C(=O)([O-])[O-].[Cs+].[Cs+] (Cs2CO3), N1=CC=CC2=CC=C3C=CC=NC3=C12 (1,10-phenanthroline). The reagents and catalysts are [Cu]I (CuI). The solvent is CO (methanol). Product: NC1=CC(=C(C#N)C=C1OC)C(F)(F)F (4-Amino-5-methoxy-2-trifluoromethyl-benzonitrile). Reaction SMILES: [NH2:1][C:2]1[C:9](I)=[CH:8][C:5]([C:6]#[N:7])=[C:4]([C:11]([F:14])([F:13])[F:12])[CH:3]=1.[C:15]([O-])([O-])=[O:16].[Cs+].[Cs+].N1C2C(=CC=C3C=2N=CC=C3)C=CC=1>CO.[Cu]I>[NH2:1][C:2]1[C:9]([O:16][CH3:15])=[CH:8][C:5]([C:6]#[N:7])=[C:4]([C:11]([F:14])([F:13])[F:12])[CH:3]=1 |f:1.2.3|. Procedure: 4-Amino-5-iodo-2-trifluoromethyl-benzonitrile (312 mg, 1.0 mmol), CuI (I) (20 mg, 0.1 mmol), Cs2CO3 (652 mg, 2.0 mmol) and 1,10-phenanthroline (36 mg, 0.2 mmol) were mixed in methanol (20 ml). The reaction mixture was refluxed overnight and then the solvent was removed under vacuum. Upon separation on silica gel (100% CH2Cl2), the tile compound was obtained as a colorless liquid. The reactants are Cl (hydrochloric acid), CS(=O)(=O)OCCOC1=C(C=C(C=C1C)C1=CC=C(C=C1)C(=O)OCC)C (ethyl 4′-(2-methanesulfonyloxyethoxy)-3′,5′-dimethylbiphenyl-4-carboxylate), NC[C@H](COC1=CC=CC=2NC(NC21)=O)O (4-((R)-3-amino-2-hydroxypropoxy)-1,3-dihydrobenzimidazol-2-one), aqueous solution, [OH-].[Na+] (sodium hydroxide). Run in C(C)O (ethanol). Reaction conditions: temperature 80 celsius, time 8 hour. Product: O[C@H](CNCCOC1=C(C=C(C=C1C)C1=CC=C(C=C1)C(=O)O)C)COC1=CC=CC=2NC(NC21)=O (4′-{2-[(R)-2-Hydroxy-3-(2-oxo-2,3-dihydro-1H-benzimidazol-4-yloxy)propylamino]ethoxy}-3′,5′-dimethylbiphenyl-4-carboxylic acid). The yield is 21.6%. RXN SMILES: CS(O[CH2:6][CH2:7][O:8][C:9]1[C:14]([CH3:15])=[CH:13][C:12]([C:16]2[CH:21]=[CH:20][C:19]([C:22]([O:24]CC)=[O:23])=[CH:18][CH:17]=2)=[CH:11][C:10]=1[CH3:27])(=O)=O.[NH2:28][CH2:29][C@@H:30]([OH:43])[CH2:31][O:32][C:33]1[C:41]2[NH:40][C:39](=[O:42])[NH:38][C:37]=2[CH:36]=[CH:35][CH:34]=1.[OH-].[Na+].Cl>C(O)C>[OH:43][C@@H:30]([CH2:31][O:32][C:33]1[C:41]2[NH:40][C:39](=[O:42])[NH:38][C:37]=2[CH:36]=[CH:35][CH:34]=1)[CH2:29][NH:28][CH2:6][CH2:7][O:8][C:9]1[C:14]([CH3:15])=[CH:13][C:12]([C:16]2[CH:21]=[CH:20][C:19]([C:22]([OH:24])=[O:23])=[CH:18][CH:17]=2)=[CH:11][C:10]=1[CH3:27] |f:2.3|. Procedure: A mixture of ethyl 4′-(2-methanesulfonyloxyethoxy)-3′,5′-dimethylbiphenyl-4-carboxylate (0.10 g) and 4-((R)-3-amino-2-hydroxypropoxy)-1,3-dihydrobenzimidazol-2-one (0.057 g) in ethanol (2 mL) was stirred at 80° C. overnight. After being cooled to room temperature, a 2 mol/L aqueous solution of sodium hydroxide (0.5 mL) was added to the reaction mixture, and the mixture was stirred at 70° C. for 3 hrs. After being cooled to room temperature, to the mixture was added 2 mol/L hydrochloric acid (0.5... Run at time 96 hour. The product is N1N=NC(=C1)CCCCC(=O)NC1CCN(CC1)C(=O)OCC1=CC(=CC(=C1)Cl)Cl (3,5-Dichlorobenzyl 4-(5-(1H-1,2,3-triazol-4-yl)pentanamido)piperidine-1-carboxylate). Reactants: CCN(C(C)C)C(C)C (DIPEA), C(CC)P1(OP(OP(O1)(=O)CCC)(=O)CCC)=O (T3P), N1N=NC(=C1)CCCCC(=O)O (5-(1H-1,2,3-Triazol-4-yl)pentanoic acid), Cl.NC1CCN(CC1)C(=O)OCC1=CC(=CC(=C1)Cl)Cl (3,5-dichlorobenzyl 4-aminopiperidine-1-carboxylate hydrochloride). Solvent: CN(C)C=O (DMF), CN(C)C=O (DMF), C(Cl)Cl (DCM). RXN SMILES: [NH:1]1[CH:5]=[C:4]([CH2:6][CH2:7][CH2:8][CH2:9][C:10]([OH:12])=O)[N:3]=[N:2]1.Cl.[NH2:14][CH:15]1[CH2:20][CH2:19][N:18]([C:21]([O:23][CH2:24][C:25]2[CH:30]=[C:29]([Cl:31])[CH:28]=[C:27]([Cl:32])[CH:26]=2)=[O:22])[CH2:17][CH2:16]1.CCN(C(C)C)C(C)C.C(P1(=O)OP(CCC)(=O)OP(CCC)(=O)O1)CC>CN(C=O)C.C(Cl)Cl>[NH:1]1[CH:5]=[C:4]([CH2:6][CH2:7][CH2:8][CH2:9][C:10]([NH:14][CH:15]2[CH2:16][CH2:17][N:18]([C:21]([O:23][CH2:24][C:25]3[CH:30]=[C:29]([Cl:31])[CH:28]=[C:27]([Cl:32])[CH:26]=3)=[O:22])[CH2:19][CH2:20]2)=[O:12])[N:3]=[N:2]1 |f:1.2|. Reported procedure: 5-(1H-1,2,3-Triazol-4-yl)entanoic acid (step 3) (50 mg, 0.294 mmol) and 3,5-dichlorobenzyl 4-aminopiperidine-1-carboxylate hydrochloride (Example 17, step 2) (100 mg, 0.294 mmol) were dissolved in DMF (1 ml). DIPEA (257 μl, 1.472 mmol) was added followed by 50% T3P® solution in DMF (344 μl, 0.589 mmol). The reaction mixture was stirred at RT for 96 hrs and concentrated under reduced pressure. The crude product was dissolved in DCM and washed with 10% citric acid. The organic portion was separate... Reactants: COC(=O)c1ccc(-c2ncnc3c2ncn3-c2cc(C(=O)NC3CC3)ccc2C)cc1, CO, Cl, [Na+], C1CCOC1, [OH-], O. As a reaction SMILES: [CH3:1][O:2][C:3]([c:4]1[cH:5][cH:6][c:7](-[c:10]2[c:11]3[n:12][cH:13][n:14](-[c:19]4[c:20]([CH3:31])[cH:21][cH:22][c:23]([C:25]([NH:26][CH:27]5[CH2:28][CH2:29]5)=[O:30])[cH:24]4)[c:15]3[n:16][cH:17][n:18]2)[cH:8][cH:9]1)=[O:32].[CH3:41][OH:42].[ClH:35].[Na+:34].[O:36]1[CH2:37][CH2:38][CH2:39][CH2:40]1.[OH-:33].[OH2:43]>>[O:2]=[C:3]([c:4]1[cH:5][cH:6][c:7](-[c:10]2[c:11]3[n:12][cH:13][n:14](-[c:19]4[c:20]([CH3:31])[cH:21][cH:22][c:23]([C:25]([NH:26][CH:27]5[CH2:28][CH2:29]5)=[O:30])[cH:24]4)[c:15]3[n:16][cH:17][n:18]2)[cH:8][cH:9]1)[OH:32]. The product is Cc1ccc(C(=O)NC2CC2)cc1-n1cnc2c(-c3ccc(C(=O)O)cc3)ncnc21. The reactants are polystyrene, C(=O)N[C@H]1CC(=O)OC1=O (N-formyl-L-aspartic anhydride), COC([C@@H](N)CC1=CC=CC=C1)=O (L-phenylalanine methyl ester). The solvent is C(C)(=O)OCC (ethyl acetate). Reaction conditions: temperature 25 celsius. The product is COC([C@@H](NC([C@@H](NC=O)CC(O)=O)=O)CC1=CC=CC=C1)=O (N-formyl-L-aspartyl-L-phenylalanine methyl ester). Isolated yield 87.0%. As a reaction SMILES: [CH:1]([NH:3][C@@H:4]1[C:9](=[O:10])[O:8][C:6](=[O:7])[CH2:5]1)=[O:2].[CH3:11][O:12][C:13](=[O:23])[C@H:14]([CH2:16][C:17]1[CH:22]=[CH:21][CH:20]=[CH:19][CH:18]=1)[NH2:15]>C(OCC)(=O)C>[CH3:11][O:12][C:13](=[O:23])[C@H:14]([CH2:16][C:17]1[CH:22]=[CH:21][CH:20]=[CH:19][CH:18]=1)[NH:15][C:9](=[O:10])[C@H:4]([CH2:5][C:6](=[O:7])[OH:8])[NH:3][CH:1]=[O:2]. Procedure details: The resin used carries sulphonic acid groups on a polystyrene matrix and has an exchange capacity of 5 meq. per gram of dry resin. Consequently the ratio of the acid equivalents of the resin acid groups to the moles of N-formyl-L-aspartic anhydride is 0.1. The mass is agitated in the flask to obtain a suspension. The solution of L-phenylalanine methyl ester in ethyl acetate is added to this agitated suspension by means of the dropping funnel over a time of about 8 minutes, while maintaining the ... The product is FC(CN=C(NC1=NC(=NC=C1)SCCCNC(=O)C=1OC=CC1)N)(F)F (N-[3-(4-[2-(2,2,2-trifluoroethyl)guanidino]pyrimidin-2-yl-thio)propyl]-2-furamide). RXN SMILES: [O:1]1[CH:5]=[CH:4][CH:3]=[C:2]1[C:6](Cl)=[O:7].[F:9][C:10]([F:28])([F:27])[CH2:11][N:12]=[C:13]([NH2:26])[NH:14][C:15]1[CH:20]=[CH:19][N:18]=[C:17]([S:21][CH2:22][CH2:23][CH2:24][NH2:25])[N:16]=1.CCO>C(N(CC)CC)C>[F:28][C:10]([F:9])([F:27])[CH2:11][N:12]=[C:13]([NH2:26])[NH:14][C:15]1[CH:20]=[CH:19][N:18]=[C:17]([S:21][CH2:22][CH2:23][CH2:24][NH:25][C:6]([C:2]2[O:1][CH:5]=[CH:4][CH:3]=2)=[O:7])[N:16]=1. Reactants: O1C(=CC=C1)C(=O)Cl (2-Furoyl chloride), FC(CN=C(NC1=NC(=NC=C1)SCCCN)N)(F)F (4-[2-(2,2,2-trifluoroethyl)guanidino]-2-(3-aminopropylthio)pyrimidine), CCO (EtOH). Isolated yield 74.6%. Procedure: 2-Furoyl chloride (145 mg.) was added to a mixture of 4-[2-(2,2,2-trifluoroethyl)guanidino]-2-(3-aminopropylthio)pyrimidine (308 mg.), EtOH (10 ml.) and triethylamine (0.5 ml.), the mixture left at room temperature for 2 hours and then evaporated to dryness. The residue was dissolved in N aqueous HCl and the solution washed with EtOAc. The aqueous phase was basified with 10N aqueous NaOH and then extracted with EtOAc, and the extract was dried amd evaporated to dryness. The residue was recrystal... Solvent: C(C)N(CC)CC (triethylamine). Reaction conditions: time 2 hour. The reactants are Cl, CCC(C)(C)NCC(=O)c1cc(F)c(N)c(C#N)c1. Yields the product CCC(C)(C)NCC(O)c1cc(F)c(N)c(C#N)c1. Reaction SMILES: [ClH:1].[NH2:2][c:3]1[c:4]([C:19]#[N:20])[cH:5][c:6]([C:10]([CH2:11][NH:12][C:13]([CH3:14])([CH3:15])[CH2:16][CH3:17])=[O:18])[cH:7][c:8]1[F:9]>>[NH2:2][c:3]1[c:4]([C:19]#[N:20])[cH:5][c:6]([CH:10]([CH2:11][NH:12][C:13]([CH3:14])([CH3:15])[CH2:16][CH3:17])[OH:18])[cH:7][c:8]1[F:9].